This data is from the Open Reaction Database (ORD), a public repository of structured organic reaction records. The task is: describe an organic reaction: reactants, conditions, products, and yield Starting materials: COC1=CC=C(OC2=C(C=C(C(=O)O)C=C2S(N)(=O)=O)[N+](=O)[O-])C=C1 (4-(p-methoxyphenoxy)-3-nitro-5-sulphamyl-benzoic acid), [N+](=O)([O-])C=1C=C(C(=O)O)C=C(C1OC1=CC=CC=C1)S(N)(=O)=O (3-nitro-4-phenoxy-5-sulphamyl-benzoic acid). Product: NC=1C=C(C(=O)O)C=C(C1OC1=CC=C(C=C1)OC)S(N)(=O)=O (3-amino-4-(p-methoxyphenoxy)-5-sulphamyl-benzoic acid). RXN SMILES: [CH3:1][O:2][C:3]1[CH:25]=[CH:24][C:6]([O:7][C:8]2[C:16]([S:17](=[O:20])(=[O:19])[NH2:18])=[CH:15][C:11]([C:12]([OH:14])=[O:13])=[CH:10][C:9]=2[N+:21]([O-])=O)=[CH:5][CH:4]=1.[N+](C1C=C(C=C(S(=O)(=O)N)C=1OC1C=CC=CC=1)C(O)=O)([O-])=O>>[NH2:21][C:9]1[CH:10]=[C:11]([CH:15]=[C:16]([S:17](=[O:20])(=[O:19])[NH2:18])[C:8]=1[O:7][C:6]1[CH:24]=[CH:25][C:3]([O:2][CH3:1])=[CH:4][CH:5]=1)[C:12]([OH:14])=[O:13]. Reported procedure: By substituting 4-(p-methoxyphenoxy)-3-nitro-5-sulphamyl-benzoic acid (7 g) for the 3-nitro-4-phenoxy-5-sulphamyl-benzoic acid of Example 1 B, the above compound was obtained with a melting point of 260°-261°C. Reactants: FC1=CC=C(C=C1)CCC(=O)O (3-(4-fluorophenyl)propionic acid), NC1=CC=C(N=N1)N1CCN(CC1)C(=O)C1=C(C=CC=C1)C(F)(F)F ([4-(6-aminopyridazin-3-yl)piperazin-1-yl](2-trifluoromethylphenyl)methanone). The product is FC1=CC=C(C=C1)CCC(=O)NC=1N=NC(=CC1)N1CCN(CC1)C(C1=C(C=CC=C1)C(F)(F)F)=O (3-(4-FLUOROPHENYL)-N-{6-[4-(2-TRIFLUOROMETHYLBENZOYL)PIPERAZIN-1-YL]PYRIDAZIN-3-YL}PROPIONAMIDE), solid. Isolated yield 58.5%. As a reaction SMILES: [F:1][C:2]1[CH:7]=[CH:6][C:5]([CH2:8][CH2:9][C:10]([OH:12])=O)=[CH:4][CH:3]=1.[NH2:13][C:14]1[N:19]=[N:18][C:17]([N:20]2[CH2:25][CH2:24][N:23]([C:26]([C:28]3[CH:33]=[CH:32][CH:31]=[CH:30][C:29]=3[C:34]([F:37])([F:36])[F:35])=[O:27])[CH2:22][CH2:21]2)=[CH:16][CH:15]=1>>[F:1][C:2]1[CH:3]=[CH:4][C:5]([CH2:8][CH2:9][C:10]([NH:13][C:14]2[N:19]=[N:18][C:17]([N:20]3[CH2:21][CH2:22][N:23]([C:26](=[O:27])[C:28]4[CH:33]=[CH:32][CH:31]=[CH:30][C:29]=4[C:34]([F:37])([F:36])[F:35])[CH2:24][CH2:25]3)=[CH:16][CH:15]=2)=[O:12])=[CH:6][CH:7]=1. Procedure details: Following the procedure of Example 2, making variations only as required to use 3-(4-fluorophenyl)propionic acid in place of benzyloxyacetic acid to react with [4-(6-aminopyridazin-3-yl)piperazin-1-yl](2-trifluoromethylphenyl)methanone, the title compound was obtained as a white solid (58.5% yield). 1H NMR (300 MHz, CDCl3) δ 10.33, 8.40, 7.78, 7.67, 7.60, 7.36, 7.14, 7.08, 6.85, 3.90, 3.51, 3.20, 3.02, 2.92. MS (ES+) m/z 502.7 (M+1). The reactants are CCN(CC)CCNC(=O)c1c(C)[nH]c(C=O)c1C, C1CCNCC1, CCO, O=C1Cc2c(cccc2-c2cccc(F)c2)N1. Product: CCN(CC)CCNC(=O)c1c(C)[nH]c(C=C2C(=O)Nc3cccc(-c4cccc(F)c4)c32)c1C. As a reaction SMILES: [CH2:18]([CH3:19])[N:20]([CH2:21][CH2:22][NH:23][C:24](=[O:25])[c:26]1[c:27]([CH3:34])[nH:28][c:29]([CH:32]=[O:33])[c:30]1[CH3:31])[CH2:35][CH3:36].[CH2:37]1[CH2:38][CH2:39][NH:40][CH2:41][CH2:42]1.[CH3:43][CH2:44][OH:45].[F:1][c:2]1[cH:3][c:4](-[c:8]2[c:9]3[c:13]([cH:14][cH:15][cH:16]2)[NH:12][C:11](=[O:17])[CH2:10]3)[cH:5][cH:6][cH:7]1>>[F:1][c:2]1[cH:3][c:4](-[c:8]2[c:9]3[c:13]([cH:14][cH:15][cH:16]2)[NH:12][C:11](=[O:17])[C:10]3=[CH:32][c:29]2[nH:28][c:27]([CH3:34])[c:26]([C:24]([NH:23][CH2:22][CH2:21][N:20]([CH2:18][CH3:19])[CH2:35][CH3:36])=[O:25])[c:30]2[CH3:31])[cH:5][cH:6][cH:7]1.